This data is from the Open Reaction Database (ORD), a public repository of structured organic reaction records. The task is: describe an organic reaction: reactants, conditions, products, and yield Starting materials: C(C)(=O)N[C@H](COC1=CC(=C(C=N1)NC(C1=CN=C(C(=C1)F)OCC1CC1)=O)Cl)C (N-(6-(((2S)-2-acetamidopropyl)oxy)-4-chloropyridin-3-yl)-6-(cyclopropylmethoxy)-5-fluoronicotinamide), C([O-])([O-])=O.[K+].[K+] (potassium carbonate), O (water). The reagents and catalysts are [Cu]I (copper(I) iodide). Solvent: CN(C)C=O (DMF). Run at temperature 160 celsius, time 3 hour. The product is C1(CC1)COC1=C(C=C(C=N1)C=1OC2=C(C=NC(=C2)OC[C@H](C)NC(C)=O)N1)F (N-((2S)-1-((2-(6-(cyclopropylmethoxy)-5-fluoropyridin-3-yl)[1,3]oxazolo[4,5-c]pyridin-6-yl)oxy)propan-2-yl)acetamide). The yield is 5.0%. Reaction SMILES: [C:1]([NH:4][C@@H:5]([CH3:30])[CH2:6][O:7][C:8]1[N:13]=[CH:12][C:11]([NH:14][C:15](=[O:28])[C:16]2[CH:21]=[C:20]([F:22])[C:19]([O:23][CH2:24][CH:25]3[CH2:27][CH2:26]3)=[N:18][CH:17]=2)=[C:10](Cl)[CH:9]=1)(=[O:3])[CH3:2].C(=O)([O-])[O-].[K+].[K+].O>CN(C=O)C.[Cu]I>[CH:25]1([CH2:24][O:23][C:19]2[N:18]=[CH:17][C:16]([C:15]3[O:28][C:10]4[CH:9]=[C:8]([O:7][CH2:6][C@@H:5]([NH:4][C:1](=[O:3])[CH3:2])[CH3:30])[N:13]=[CH:12][C:11]=4[N:14]=3)=[CH:21][C:20]=2[F:22])[CH2:27][CH2:26]1 |f:1.2.3|. Procedure details: A suspension of N-(6-(((2S)-2-acetamidopropyl)oxy)-4-chloropyridin-3-yl)-6-(cyclopropylmethoxy)-5-fluoronicotinamide (860 mg), potassium carbonate (544 mg) and copper(I) iodide (37.5 mg) in DMF (10 mL) was stirred at 160° C. for 3 hr under microwave irradiation. To the reaction mixture was added water, and the obtained mixture was extracted with ethyl acetate. The extract was washed with saturated brine, and subjected to silica gel column chromatography (NH, ethyl acetate). The solvent was evapo... Reactants: O=C(O)C1Cc2ccccc2C1, NCc1ccco1. Reagents/catalysts: CN(C)C(=[N+](C)C)ON1C2=C(C=CC=N2)N=N1.F[P-](F)(F)(F)(F)F (HATU), CCN(C(C)C)C(C)C (DIPEA). Run in CN(C)C=O (DMF), CN(C)C=O (DMF), CN(C)C=O (DMF), CN(C)C=O (DMF), CN(C)C=O (DMF), CN(C)C=O (DMF). Reaction conditions: temperature 25 celsius, time 2 hour. The product is O=C(NCc1ccco1)C1Cc2ccccc2C1. Yield: 34.6%. Reaction SMILES: NCc1ccco1.O=C(O)C1Cc2ccccc2C1.CN(C)C(=[N+](C)C)ON1C2=C(C=CC=N2)N=N1.F[P-](F)(F)(F)(F)F.CCN(C(C)C)C(C)C.CN(C)C=O>>O=C(NCc1ccco1)C1Cc2ccccc2C1. Reactants: ClC1=NC2=C(N1CC(OCC)OCC)C=CC=C2 (2-chloro-1-(2,2-diethoxyethyl)-1H-benzimidazole), NC1=CC=C(C=C1)N1C(N(C=2C1=NC=CC2)CC)=O (3-(4-aminophenyl)-1-ethyl-1,3-dihydro-2H-imidazo[4,5-b]pyridin-2-one). Conditions: temperature 150 celsius. Product: C(C)N1C(N(C2=NC=CC=C21)C2=CC=C(C=C2)N2C=CN1C2=NC2=C1C=CC=C2)=O (1-ethyl-3-[4-(1H-imidazo[1,2-a]benzimidazol-1-yl)phenyl]-1,3-dihydro-2H-imidazo[4,5-b]pyridin-2-one). Isolated yield 31.5%. Reaction SMILES: Cl[C:2]1[N:6]([CH2:7][CH:8](OCC)OCC)[C:5]2[CH:15]=[CH:16][CH:17]=[CH:18][C:4]=2[N:3]=1.[NH2:19][C:20]1[CH:25]=[CH:24][C:23]([N:26]2[C:30]3=[N:31][CH:32]=[CH:33][CH:34]=[C:29]3[N:28]([CH2:35][CH3:36])[C:27]2=[O:37])=[CH:22][CH:21]=1>>[CH2:35]([N:28]1[C:29]2[C:30](=[N:31][CH:32]=[CH:33][CH:34]=2)[N:26]([C:23]2[CH:22]=[CH:21][C:20]([N:19]3[C:2]4=[N:3][C:4]5[CH:18]=[CH:17][CH:16]=[CH:15][C:5]=5[N:6]4[CH:7]=[CH:8]3)=[CH:25][CH:24]=2)[C:27]1=[O:37])[CH3:36]. Procedure details: A mixture of 2-chloro-1-(2,2-diethoxyethyl)-1H-benzimidazole (860 mg) and 3-(4-aminophenyl)-1-ethyl-1,3-dihydro-2H-imidazo[4,5-b]pyridin-2-one (636 mg) was heated at 150° C. for 50 min. The reaction mixture was partitioned between AcOEt/THF (1/1) and 1 M NaOH aqueous solution. The organic layer was separated, washed with brine, dried over MgSO4, and concentrated under reduced pressure. The residue was purified by basic silica gel column chromatography eluting with THF and recrystallized from THF...